Task: describe an organic reaction: reactants, conditions, products, and yield. Dataset: the Open Reaction Database (ORD), a public repository of structured organic reaction records The reactants are ClC=1SC(=CC1)Br (2-chloro-5-bromothiophene), S (hydrogen sulphide). Product: ClC=1SC(=CC1)SC1=CC=C(S1)Cl (di(2-chloro-5-thienyl)sulphide), ClC=1SC(=CC1)Br (2-chloro-5-bromothiophene). As a reaction SMILES: [Cl:1][C:2]1[S:3][C:4]([Br:7])=[CH:5][CH:6]=1.[SH2:8]>>[Cl:1][C:2]1[S:3][C:4]([S:8][C:4]2[S:3][C:2]([Cl:1])=[CH:6][CH:5]=2)=[CH:5][CH:6]=1.[Cl:1][C:2]1[S:3][C:4]([Br:7])=[CH:5][CH:6]=1. Reported procedure: By a procedure similar to that described in Example 3, at a temperature of 480° C, from 2-chloro-5-bromothiophene and hydrogen sulphide taken in the molar ratio of 2:1 respectively, di(2-chloro-5-thienyl)sulphide is obtained in the quantity of 17 percent by weight with respect to the starting quantity and 30 percent by weight for the reacted 2-chloro-5-bromothiophene. Reactants: CC=1C(=NOC1C1=CCC2(CCCC2)CC1)C(=O)OCC (ethyl 4-methyl-5-(spiro[4.5]dec-7-en-8-yl)isoxazole-3-carboxylate), [OH-].[Na+] (NaOH), Cl (HCl). Run in O (water), C(C)O (ethanol). The product is CC=1C(=NOC1C1=CCC2(CCCC2)CC1)C(=O)O (4-Methyl-5-(spiro[4.5]dec-7-en-8-yl)isoxazole-3-carboxylic acid). Reaction SMILES: [CH3:1][C:2]1[C:3]([C:17]([O:19]CC)=[O:18])=[N:4][O:5][C:6]=1[C:7]1[CH2:16][CH2:15][C:10]2([CH2:14][CH2:13][CH2:12][CH2:11]2)[CH2:9][CH:8]=1.[OH-].[Na+].Cl>C(O)C.O>[CH3:1][C:2]1[C:3]([C:17]([OH:19])=[O:18])=[N:4][O:5][C:6]=1[C:7]1[CH2:16][CH2:15][C:10]2([CH2:14][CH2:13][CH2:12][CH2:11]2)[CH2:9][CH:8]=1 |f:1.2|. Procedure details: To a stirred solution of ethyl 4-methyl-5-(spiro[4.5]dec-7-en-8-yl)isoxazole-3-carboxylate (180 mg, 0.622 mmol) in ethanol (10 mL), 2M NaOH (aq) (0.311 mL, 0.622 mmol) was added and the reaction mixture was stirred at room temperature. The resulting mixture was diluted with water (30 mL) and acidified to pH 5-6 by the addition of 2M HCl (aq). The aqueous was extracted with EtOAc (2×20 mL) and the combined organic extracts were washed with brine (20 mL), dried over MgSO4, filtered and concentrate... The reactants are BrC=1C=CC2=C(N=CS2)C1 (5-bromo-1,3-benzothiazole), IC=1C(=NC(=NC1OC)N1CCOCC1)N[C@H]1CN(CCC1)C(=O)OC(C)(C)C (tert-butyl (3R)-3-[[5-iodo-6-methoxy-2-(morpholin-4-yl)pyrimidin-4-yl]amino]piperidine-1-carboxylate), C([O-])([O-])=O.[Cs+].[Cs+] (cesium carbonate). The reagents and catalysts are C=1C=CC(=CC1)[P](C=2C=CC=CC2)(C=3C=CC=CC3)[Pd]([P](C=4C=CC=CC4)(C=5C=CC=CC5)C=6C=CC=CC6)([P](C=7C=CC=CC7)(C=8C=CC=CC8)C=9C=CC=CC9)[P](C=1C=CC=CC1)(C=1C=CC=CC1)C=1C=CC=CC1 (Pd(PPh3)4), [Cu]I (copper (I) iodide). The solvent is CN(C)C=O (DMF). Yields the product BrC=1C=CC2=C(N=C(S2)C=2C(=NC(=NC2OC)N2CCOCC2)N[C@H]2CN(CCC2)C(=O)OC(C)(C)C)C1 (tert-butyl (3R)-3-[[5-(5-bromo-1,3-benzothiazol-2-yl)-6-methoxy-2-(morpholin-4-yl)pyrimidin-4-yl]amino]piperidine-1-carboxylate). RXN SMILES: [Br:1][C:2]1[CH:3]=[CH:4][C:5]2[S:9][CH:8]=[N:7][C:6]=2[CH:10]=1.I[C:12]1[C:13]([NH:26][C@@H:27]2[CH2:32][CH2:31][CH2:30][N:29]([C:33]([O:35][C:36]([CH3:39])([CH3:38])[CH3:37])=[O:34])[CH2:28]2)=[N:14][C:15]([N:20]2[CH2:25][CH2:24][O:23][CH2:22][CH2:21]2)=[N:16][C:17]=1[O:18][CH3:19].C(=O)([O-])[O-].[Cs+].[Cs+]>CN(C=O)C.C1C=CC([P]([Pd]([P](C2C=CC=CC=2)(C2C=CC=CC=2)C2C=CC=CC=2)([P](C2C=CC=CC=2)(C2C=CC=CC=2)C2C=CC=CC=2)[P](C2C=CC=CC=2)(C2C=CC=CC=2)C2C=CC=CC=2)(C2C=CC=CC=2)C2C=CC=CC=2)=CC=1.[Cu]I>[Br:1][C:2]1[CH:3]=[CH:4][C:5]2[S:9][C:8]([C:12]3[C:13]([NH:26][C@@H:27]4[CH2:32][CH2:31][CH2:30][N:29]([C:33]([O:35][C:36]([CH3:39])([CH3:38])[CH3:37])=[O:34])[CH2:28]4)=[N:14][C:15]([N:20]4[CH2:21][CH2:22][O:23][CH2:24][CH2:25]4)=[N:16][C:17]=3[O:18][CH3:19])=[N:7][C:6]=2[CH:10]=1 |f:2.3.4,^1:54,56,75,94|. Reported procedure: Following the same procedure as in step 3 of Example 337 using 5-bromo-1,3-benzothiazole (74.9 mg, 0.35 mmol, 1.80 equiv), tert-butyl (3R)-3-[[5-iodo-6-methoxy-2-(morpholin-4-yl)pyrimidin-4-yl]amino]piperidine-1-carboxylate (100.0 mg, 0.19 mmol, 1.00 equiv), cesium carbonate (370 mg, 1.14 mmol, 6.00 equiv), Pd(PPh3)4 (40.4 mg, 0.035 mmol, 0.18 equiv), copper (I) iodide (6.7 mg, 0.035 mmol, 0.18 equiv) in DMF (5.0 mL). The crude product was purified by flash chromatography on silica gel, eluting ... The reactants are C(C=C)[C@]1([C@H]([C@H]([C@@H](O1)N1C(=O)NC(=O)C(C)=C1)OC(C)=O)OCC1=CC=CC=C1)COCC1=CC=CC=C1 (1-[4-C-Allyl-3,5-di-O-benzyl-2-O-acetyl-β-D-ribofuranosyl]-thymine), N (ammonia), C1=CC=C(C=C1)OC(=S)Cl (phenyl chlorothionoformate). Reagents/catalysts: CN(C)C=1C=CN=CC1 (DMAP). Reaction conditions: time 8 hour. The product is C(C=C)[C@]1([C@H]([C@H]([C@@H](O1)N1C(=O)NC(=O)C(C)=C1)OC(=S)OC1=CC=CC=C1)OCC1=CC=CC=C1)COCC1=CC=CC=C1 (1-[4-C-Allyl-3,5-di-O-benzyl-2-O-phenoxythiocarbonyl-β-D-ribofuranosyl]-thymine). Isolated yield 70.0%. RXN SMILES: [CH2:1]([C@:4]1([CH2:30][O:31][CH2:32][C:33]2[CH:38]=[CH:37][CH:36]=[CH:35][CH:34]=2)[O:8][C@@H:7]([N:9]2[CH:17]=[C:15]([CH3:16])[C:13](=[O:14])[NH:12][C:10]2=[O:11])[C@H:6]([O:18]C(=O)C)[C@@H:5]1[O:22][CH2:23][C:24]1[CH:29]=[CH:28][CH:27]=[CH:26][CH:25]=1)[CH:2]=[CH2:3].N.[CH:40]1[CH:45]=[CH:44][C:43]([O:46][C:47](Cl)=[S:48])=[CH:42][CH:41]=1>CN(C1C=CN=CC=1)C>[CH2:1]([C@:4]1([CH2:30][O:31][CH2:32][C:33]2[CH:38]=[CH:37][CH:36]=[CH:35][CH:34]=2)[O:8][C@@H:7]([N:9]2[CH:17]=[C:15]([CH3:16])[C:13](=[O:14])[NH:12][C:10]2=[O:11])[C@H:6]([O:18][C:47]([O:46][C:43]2[CH:44]=[CH:45][CH:40]=[CH:41][CH:42]=2)=[S:48])[C@@H:5]1[O:22][CH2:23][C:24]1[CH:25]=[CH:26][CH:27]=[CH:28][CH:29]=1)[CH:2]=[CH2:3]. Reported procedure: Compound 8 (5.0 g, 9.6 mmol) was treated with 27% methanolic ammonia solution overnight. After evaporation of the solvent the crude was coevaporated thrice with dry pyridine and dissolved in the same. To this pre-cooled solution was added DMAP (1.17 g, 9.6 mmol) and then dropwise was added phenyl chlorothionoformate (1.6 mL, 11.53 mmol) and reaction stirred overnight. Reaction was quenched with saturated solution of NaHCO3 and extracted with dichloromethane. The organic layer was dried over MgSO... Reactants: C(C)(=O)NC1=C(N(C2=CC=C(C=C12)[N+](=O)[O-])C(=O)OCC)C(C1=CC=CC=C1)=O (3-Acetylamino-2-benzoyl-1-(ethoxycarbonyl)-5-nitroindole). Reagents/catalysts: [Pd] (palladium on activated carbon). The solvent is C(C)(=O)OCC (ethyl acetate). Product: C(C)(=O)NC1=C(N(C2=CC=C(C=C12)N)C(=O)OCC)C(C1=CC=CC=C1)=O (3-Acetylamino-5-amino-2-benzoyl-1-(ethoxycarbonyl)indole). As a reaction SMILES: [C:1]([NH:4][C:5]1[C:13]2[C:8](=[CH:9][CH:10]=[C:11]([N+:14]([O-])=O)[CH:12]=2)[N:7]([C:17]([O:19][CH2:20][CH3:21])=[O:18])[C:6]=1[C:22](=[O:29])[C:23]1[CH:28]=[CH:27][CH:26]=[CH:25][CH:24]=1)(=[O:3])[CH3:2]>[Pd].C(OCC)(=O)C>[C:1]([NH:4][C:5]1[C:13]2[C:8](=[CH:9][CH:10]=[C:11]([NH2:14])[CH:12]=2)[N:7]([C:17]([O:19][CH2:20][CH3:21])=[O:18])[C:6]=1[C:22](=[O:29])[C:23]1[CH:28]=[CH:27][CH:26]=[CH:25][CH:24]=1)(=[O:3])[CH3:2]. Reported procedure: 3-Acetylamino-2-benzoyl-1-(ethoxycarbonyl)-5-nitroindole (Example 96, step 3; 200 mg, 0.51 mmol) was hydrogenolyzed in the presence of palladium on activated carbon (5%, 50 mg) in ethyl acetate (40 ml) at atmospheric pressure for 4 h. Catalyst was removed by filtration and the filtrate was concentrated to afford the title compound. The reactants are trifluoromethanesulfonic acid ester, FF (fluorine), FC(S(=O)(=O)O)(F)F (trifluoromethanesulfonic acid), [P] (phosphorus). Product: FC(S(=O)(=O)OS(=O)(=O)C(F)(F)F)(F)F (trifluoromethanesulfonic acid anhydride). Isolated yield 81.0%. RXN SMILES: [F:1][C:2]([F:8])([F:7])[S:3]([OH:6])(=[O:5])=[O:4].[P].FF>>[F:1][C:2]([F:8])([F:7])[S:3]([O:6][S:3]([C:2]([F:8])([F:7])[F:1])(=[O:5])=[O:4])(=[O:5])=[O:4]. Procedure details: Then, trifluoromethanesulfonic acid anhydride was distilled off by simple distillation from the reaction mixture under a pressure of 160 torr by raising the temperature from 45° C. to 160° C. with the heat medium flow through the jacket. This distillation was continued until the end of boiling of trifluoromethanesulfonic acid anhydride, thereby to obtain 358.1 kg of trifluoromethanesulfonic acid anhydride which is colorless and transparent. By chemical analysis, this first distillate was found t...